Dataset: the Open Reaction Database (ORD), a public repository of structured organic reaction records. Task: describe an organic reaction: reactants, conditions, products, and yield Reactants: CC(C)Oc2ccc1ccccc1c2 (substrate), Cc1ccc([Mg]Br)cc1 (effective_coupling_partner). The reagents and catalysts are ItBu. Conditions: temperature 60 celsius, time 24 hour. The product is Cc3ccc(c2ccc1ccccc1c2)cc3. Reactants: 4-[(8-cyano-7,8-dihydro-8,8-dimethylnaphth-3-yl)ethynyl]benzoic acid, C(#N)C=1C=2C=C(C=CC2C(CC1)(C)C)C#CC1=CC=C(C(=O)O)C=C1 (4-[(5-cyano-7,8-dihydro-8,8-dimethylnaphth-3-yl)ethynyl]benzoic acid), CC1(CCC(C=2C=CC(=CC12)C#CC1=CC=C(C(=O)O)C=C1)=O)C (4-[(5,6,7,8-tetrahydro-8,8-dimethyl-5-oxonaphth-2-yl)ethynyl]benzoic acid), CC1(CCC(C=2C=CC(=CC12)C#CC1=CC=C(C(=O)O)C=C1)=O)C (4-[(5,6,7,8-tetrahydro-8,8-dimethyl-5-oxonaphth-2-yl)ethynyl]benzoic acid). Product: C(#N)C=1C=2C=CC(=CC2C(CC1)(C)C)C#CC1=CC=C(C(=O)O)C=C1 (4-[(5-Cyano-7,8-dihydro-8,8-dimethylnaphth-2-yl)ethynyl]benzoic acid). As a reaction SMILES: [C:1]([C:3]1[C:4]2[CH:5]=[C:6](C#CC3C=CC(C(O)=O)=CC=3)[CH:7]=[CH:8][C:9]=2[C:10]([CH3:14])([CH3:13])[CH2:11][CH:12]=1)#[N:2].CC1(C)C2C=C([C:37]#[C:38][C:39]3[CH:47]=[CH:46][C:42]([C:43]([OH:45])=[O:44])=[CH:41][CH:40]=3)C=CC=2C(=O)CC1>>[C:1]([C:3]1[C:4]2[CH:5]=[CH:6][C:7]([C:37]#[C:38][C:39]3[CH:47]=[CH:46][C:42]([C:43]([OH:45])=[O:44])=[CH:41][CH:40]=3)=[CH:8][C:9]=2[C:10]([CH3:14])([CH3:13])[CH2:11][CH:12]=1)#[N:2]. Reported procedure: Employing the same general procedure as for the preparation of 4-[(8-cyano-7,8-dihydro-8,8-dimethylnaphth-3-yl)ethynyl]benzoic acid (Compound 129), 63 mg (0.26 mmol) of 4-[(5,6,7,8-tetrahydro-8,8-dimethyl-5-oxonaphth-2-yl)ethynyl]benzoic acid (Compound 7) was converted into the title compound (yellow powder) using 0.06 ml (0.54 mmol) of cyanotrimethylsilane and 6 drops of boron trifluoride etherate. Reactants: C1(=CC=CC=C1)C (toluene), COC=1C(=C(C(=O)O)C=CC1)[N+](=O)[O-] (3-methoxy-2-nitrobenzoic acid), P(Cl)(Cl)(Cl)(Cl)Cl (phosphorus pentachloride), crude product. Solvent: C(Cl)Cl (methylene chloride). The product is COC=1C(=C(C(=O)Cl)C=CC1)[N+](=O)[O-] (3-methoxy-2-nitrobenzoyl chloride). RXN SMILES: [CH3:1][O:2][C:3]1[C:4]([N+:12]([O-:14])=[O:13])=[C:5]([CH:9]=[CH:10][CH:11]=1)[C:6](O)=[O:7].P(Cl)(Cl)(Cl)(Cl)[Cl:16].C1(C)C=CC=CC=1>C(Cl)Cl>[CH3:1][O:2][C:3]1[C:4]([N+:12]([O-:14])=[O:13])=[C:5]([CH:9]=[CH:10][CH:11]=1)[C:6]([Cl:16])=[O:7]. Procedure: Reaction of 30 g of 3-methoxy-2-nitrobenzoic acid and 31.6 g of phosphorus pentachloride in 400 ml of methylene chloride at reflux for 2 hours followed by treatment of the crude product obtained with toluene 3 times gave 3-methoxy-2-nitrobenzoyl chloride as a solid. A solution of 30 g of this acid chloride in 50 ml of tetrahydrofuran was added to a solution of 28.7 g of 5-aminotetrazole monohydrate in 300 ml of tetrahydrofuran and 15 ml of water. A white precipitate appeared immediately but the ... The reactants are CCOC(=O)c1ccc2c(c1)nc(-c1ccc3nc(C(=O)NCc4ccc(Cl)cc4)ccc3c1)n2C1CCCCC1, C1CCOC1, CCO, [Na+], [OH-]. The product is O=C(O)c1ccc2c(c1)nc(-c1ccc3nc(C(=O)NCc4ccc(Cl)cc4)ccc3c1)n2C1CCCCC1. Reaction SMILES: [CH2:1]([CH3:2])[O:3][C:4](=[O:5])[c:6]1[cH:7][c:8]2[c:9]([n:10]([CH:34]3[CH2:35][CH2:36][CH2:37][CH2:38][CH2:39]3)[c:11](-[c:13]3[cH:14][c:15]4[cH:16][cH:17][c:18]([C:23]([NH:24][CH2:25][c:26]5[cH:27][cH:28][c:29]([Cl:32])[cH:30][cH:31]5)=[O:33])[n:19][c:20]4[cH:21][cH:22]3)[n:12]2)[cH:40][cH:41]1.[CH2:42]1[O:43][CH2:44][CH2:45][CH2:46]1.[CH3:47][CH2:48][OH:49].[Na+:51].[OH-:50]>>[O:3]=[C:4]([OH:5])[c:6]1[cH:7][c:8]2[c:9]([n:10]([CH:34]3[CH2:35][CH2:36][CH2:37][CH2:38][CH2:39]3)[c:11](-[c:13]3[cH:14][c:15]4[cH:16][cH:17][c:18]([C:23]([NH:24][CH2:25][c:26]5[cH:27][cH:28][c:29]([Cl:32])[cH:30][cH:31]5)=[O:33])[n:19][c:20]4[cH:21][cH:22]3)[n:12]2)[cH:40][cH:41]1. The reactants are CC(C)(C)OC(=O)N1CCN(C(=O)c2ccc(Cl)cc2)CC1, ClCCl. Yields the product O=C(c1ccc(Cl)cc1)N1CCNCC1. Reaction SMILES: [C:1]([O:2][C:3](=[O:4])[N:8]1[CH2:9][CH2:10][N:11]([C:14]([c:15]2[cH:16][cH:17][c:18]([Cl:21])[cH:19][cH:20]2)=[O:22])[CH2:12][CH2:13]1)([CH3:5])([CH3:6])[CH3:7].[Cl:23][CH2:24][Cl:25]>>[NH:8]1[CH2:9][CH2:10][N:11]([C:14]([c:15]2[cH:16][cH:17][c:18]([Cl:21])[cH:19][cH:20]2)=[O:22])[CH2:12][CH2:13]1. The reactants are [H-].[Na+] (Sodium hydride), BrC1=CC=C(C=C1)CC(C=1N(C(=CN1)CC(CC)(C)C)C)NC(OCC1=CC=CC=C1)=O (benzyl {2-(4-bromophenyl)-1-[5-(2,2-dimethylbutyl)-1-methyl-1H-imidazol-2-yl]ethyl}carbamate), CI (methyl iodide). Solvent: O1CCCC1 (tetrahydrofuran). Run at temperature 0 celsius, time 10 minute. The product is BrC1=CC=C(C=C1)CC(C=1N(C(=CN1)CC(CC)(C)C)C)N(C(OCC1=CC=CC=C1)=O)C (benzyl {2-(4-bromophenyl)-1-[5-(2,2-dimethylbutyl)-1-methyl-1H-imidazol-2-yl]ethyl}methylcarbamate). RXN SMILES: [H-].[Na+].[Br:3][C:4]1[CH:9]=[CH:8][C:7]([CH2:10][CH:11]([NH:24][C:25](=[O:34])[O:26][CH2:27][C:28]2[CH:33]=[CH:32][CH:31]=[CH:30][CH:29]=2)[C:12]2[N:13]([CH3:23])[C:14]([CH2:17][C:18]([CH3:22])([CH3:21])[CH2:19][CH3:20])=[CH:15][N:16]=2)=[CH:6][CH:5]=1.[CH3:35]I>O1CCCC1>[Br:3][C:4]1[CH:5]=[CH:6][C:7]([CH2:10][CH:11]([N:24]([CH3:35])[C:25](=[O:34])[O:26][CH2:27][C:28]2[CH:29]=[CH:30][CH:31]=[CH:32][CH:33]=2)[C:12]2[N:13]([CH3:23])[C:14]([CH2:17][C:18]([CH3:21])([CH3:22])[CH2:19][CH3:20])=[CH:15][N:16]=2)=[CH:8][CH:9]=1 |f:0.1|. Reported procedure: Sodium hydride (60 wt % in mineral oil) (20 mg, 0.47 mmol) was added to a solution of benzyl {2-(4-bromophenyl)-1-[5-(2,2-dimethylbutyl)-1-methyl-1H-imidazol-2-yl]ethyl}carbamate (70 mg, 0.14 mmol) in tetrahydrofuran. After stirring at 0° C. for 10 min, methyl iodide (20 μL, 0.31 mmol) was added and the reaction allowed to warm to ambient temperature. The reaction mixture was quenched with water and extracted with ethyl acetate. The combined organic extracts were dried (magnesium sulfate) and co... Reaction SMILES: [N+]([C:4]1[CH:5]=[C:6]([CH3:11])[N+:7]([O-:10])=[CH:8][CH:9]=1)([O-])=O.C([Cl:15])(=O)C.C([O-])([O-])=O.[K+].[K+]>>[Cl:15][C:4]1[CH:5]=[C:6]([CH3:11])[N+:7]([O-:10])=[CH:8][CH:9]=1 |f:2.3.4|. Procedure: 15.4 g (0.1 mol) of 4-nitro-2-picoline-N-oxide are added in portions at 0° C. to 75 ml of acetyl chloride. On warming to room temperature, a clear solution results which is added dropwise to ice with stirring. After adding K2CO3, the mixture is extracted several times using dichloromethane and ethyl acetate. After evaporating, the product is purified chromatographically on silica gel. The oil obtained crystallizes on standing, m.p. 37° C. Reactants: [N+](=O)([O-])C=1C=C([N+](=CC1)[O-])C (4-nitro-2-picoline-N-oxide), C(C)(=O)Cl (acetyl chloride), C(=O)([O-])[O-].[K+].[K+] (K2CO3). Product: ClC=1C=C([N+](=CC1)[O-])C (4-Chloro-2-picoline-N-oxide).